Dataset: the Open Reaction Database (ORD), a public repository of structured organic reaction records. Task: describe an organic reaction: reactants, conditions, products, and yield RXN SMILES: C(OC([N:6]=[S:7]([C:10]1[CH:15]=[CH:14][CH:13]=[C:12]([CH2:16][O:17][C:18]2[CH:27]=[C:26]3[C:21]([C:22]([NH:28][CH:29]([CH3:31])[CH3:30])=[N:23][CH:24]=[N:25]3)=[CH:20][C:19]=2[O:32][CH3:33])[CH:11]=1)([CH3:9])=[O:8])=O)C.C(O)C.[O-]CC.[Na+]>ClCCl.CO>[CH:29]([NH:28][C:22]1[C:21]2[C:26](=[CH:27][C:18]([O:17][CH2:16][C:12]3[CH:11]=[C:10]([S:7]([CH3:9])(=[NH:6])=[O:8])[CH:15]=[CH:14][CH:13]=3)=[C:19]([O:32][CH3:33])[CH:20]=2)[N:25]=[CH:24][N:23]=1)([CH3:30])[CH3:31] |f:2.3,4.5|. The solvent is ClCCl.CO (dichloromethane methanol). Procedure details: (RS)-N-(Ethoxycarbonyl)-S-[3-({[4-(isopropylamino)-6-methoxyquinazolin-7-yl]oxy}-methyl)phenyl]-S-methylsulphoximide (105 mg, 0.22 mmol) is introduced into 2.5 ml of ethanol. 1.0 ml of a 1-molar ethanolic sodium ethoxide solution is added and the mixture is heated to 80° C., until starting material is no longer present according to TLC checking (eluent dichloromethane/methanol 10:1). The reaction solution is concentrated in vacuo, and the residue is taken up in ethyl acetate and washed with satu... Product: C(C)(C)NC1=NC=NC2=CC(=C(C=C12)OC)OCC=1C=C(C=CC1)S(=O)(=N)C ((RS)-S-[3-({[4-(Isopropylamino)-6-methoxyquinazolin-7-yl]oxy}methyl)phenyl]-S-methylsulphoximide). The reactants are C(C)OC(=O)N=S(=O)(C)C1=CC(=CC=C1)COC1=C(C=C2C(=NC=NC2=C1)NC(C)C)OC ((RS)-N-(Ethoxycarbonyl)-S-[3-({[4-(isopropylamino)-6-methoxyquinazolin-7-yl]oxy}-methyl)phenyl]-S-methylsulphoximide), C(C)O (ethanol), [O-]CC.[Na+] (sodium ethoxide). Reaction conditions: temperature 80 celsius. Yield: 36.0%.